Task: describe an organic reaction: reactants, conditions, products, and yield. Dataset: the Open Reaction Database (ORD), a public repository of structured organic reaction records The reactants are CCC(O)CO, CCOC(C)=O, O, ClC(c1ccccc1)(c1ccccc1)c1ccccc1, c1ccncc1. Product: CCC(O)COC(c1ccccc1)(c1ccccc1)c1ccccc1. RXN SMILES: [CH2:1]([CH:2]([CH2:3][CH3:4])[OH:5])[OH:6].[CH3:33][CH2:34][O:35][C:36]([CH3:37])=[O:38].[OH2:39].[c:7]1([C:13]([c:14]2[cH:15][cH:16][cH:17][cH:18][cH:19]2)([c:20]2[cH:21][cH:22][cH:23][cH:24][cH:25]2)[Cl:26])[cH:8][cH:9][cH:10][cH:11][cH:12]1.[cH:27]1[cH:28][cH:29][n:30][cH:31][cH:32]1>>[CH2:1]([CH:2]([CH2:3][CH3:4])[OH:5])[O:6][C:13]([c:7]1[cH:8][cH:9][cH:10][cH:11][cH:12]1)([c:14]1[cH:15][cH:16][cH:17][cH:18][cH:19]1)[c:20]1[cH:21][cH:22][cH:23][cH:24][cH:25]1.